Dataset: the Open Reaction Database (ORD), a public repository of structured organic reaction records. Task: describe an organic reaction: reactants, conditions, products, and yield Yield: 94.8%. Reagents/catalysts: [Ni] (Raney nickel). Procedure details: 2,3-Dichloro-6-nitroaniline (20.11 g, 97.14 mmol), Raney nickel (Aldrich, Milwaukee, slurry in water, 4.78 g wet), and ethanol (250 mL) were combined in an autoclave which was presssurized to 150 psig with hydrogen. The resulting reaction mixture was allowed to stir at rt overnight. The mixture was then filtered through a pad of Celite, which was subsequently washed with several portions of methanol, and the solvents were removed by rotary evaporation to leave a dark brown solid. The solid was s... RXN SMILES: [Cl:1][C:2]1[C:8]([Cl:9])=[CH:7][CH:6]=[C:5]([N+:10]([O-])=O)[C:3]=1[NH2:4].[H][H]>[Ni].C(O)C>[Cl:1][C:2]1[C:3]([NH2:4])=[C:5]([NH2:10])[CH:6]=[CH:7][C:8]=1[Cl:9]. Run at time 8 hour. Starting materials: ClC1=C(N)C(=CC=C1Cl)[N+](=O)[O-] (2,3-Dichloro-6-nitroaniline), [H][H] (hydrogen). Yields the product ClC=1C(=C(C=CC1Cl)N)N (3,4-Dichloro-1,2-phenylenediamine). The solvent is hexanes, C(C)O (ethanol). Starting materials: FC(F)(F)CCBr, N#CC(C#N)Cc1ccccc1, CN(C)C=O, [H-], [Na+]. The product is N#CC(C#N)(CCC(F)(F)F)Cc1ccccc1. RXN SMILES: [Br:15][CH2:16][CH2:17][C:18]([F:19])([F:20])[F:21].[CH2:1]([c:2]1[cH:3][cH:4][cH:5][cH:6][cH:7]1)[CH:8]([C:9]#[N:10])[C:11]#[N:12].[CH3:22][N:23]([CH3:24])[CH:25]=[O:26].[H-:13].[Na+:14]>>[CH2:1]([c:2]1[cH:3][cH:4][cH:5][cH:6][cH:7]1)[C:8]([C:9]#[N:10])([C:11]#[N:12])[CH2:16][CH2:17][C:18]([F:19])([F:20])[F:21]. The reactants are [OH-].[Na+] (sodium hydroxide), S(=O)(=O)(OCCN)O (2-aminoethyl hydrogen sulfate), [OH-].[Na+] (sodium hydroxide), C(C1=CC=CC=C1)OCC1OC1 ((RS)-benzyloxymethyloxirane). The solvent is CO (methanol). Run at temperature 50 celsius, time 8 hour. The product is C(C1=CC=CC=C1)OCC1CNCCO1 (rac-2-benzyloxymethylmorpholine). Reaction SMILES: S(O)([O:4][CH2:5][CH2:6][NH2:7])(=O)=O.[OH-].[Na+].[CH2:11]([O:18][CH2:19][CH:20]1[CH2:22]O1)[C:12]1[CH:17]=[CH:16][CH:15]=[CH:14][CH:13]=1>CO>[CH2:11]([O:18][CH2:19][CH:20]1[O:4][CH2:5][CH2:6][NH:7][CH2:22]1)[C:12]1[CH:17]=[CH:16][CH:15]=[CH:14][CH:13]=1 |f:1.2|. Procedure: 199 g of 2-aminoethyl hydrogen sulfate are added to 164 ml of 70% sodium hydroxide solution, the solution is heated to 50° C. and added dropwise to a solution of (RS)-benzyloxymethyloxirane in 280 ml of methanol. After 1 hour at 50° C. a further 280 ml of 70% sodium hydroxide solution are added thereto and the solution is stirred overnight. Then, the reaction mixture is poured on to ice and extracted with toluene. The organic phase is washed with water, dried and evaporated. After distillation t... Starting materials: C1CCNCC1, [NH4+], [NH4+], O=S(=O)([O-])[O-], CN(C)C=O, CC1OC(C)(C)c2cc(-c3ccc(C#N)[nH]3)ccc2N1C(=O)OCC1c2ccccc2-c2ccccc21. The product is CC1Nc2ccc(-c3ccc(C#N)[nH]3)cc2C(C)(C)O1. As a reaction SMILES: [CH2:45]1[CH2:46][CH2:47][NH:48][CH2:49][CH2:50]1.[NH4+:38].[NH4+:39].[O-:40][S:41](=[O:42])(=[O:43])[O-:44].[O:51]=[CH:52][N:53]([CH3:54])[CH3:55].[cH:1]1[c:2]2[c:14]([cH:15][cH:16][cH:17]1)-[c:9]1[c:8]([cH:13][cH:12][cH:11][cH:10]1)[CH:3]2[CH2:4][O:5][C:6](=[O:7])[N:18]1[CH:19]([CH3:37])[O:20][C:21]([CH3:35])([CH3:36])[c:22]2[c:23]1[cH:24][cH:25][c:26](-[c:28]1[nH:29][c:30]([C:33]#[N:34])[cH:31][cH:32]1)[cH:27]2>>[NH:18]1[CH:19]([CH3:37])[O:20][C:21]([CH3:35])([CH3:36])[c:22]2[c:23]1[cH:24][cH:25][c:26](-[c:28]1[nH:29][c:30]([C:33]#[N:34])[cH:31][cH:32]1)[cH:27]2. Reaction SMILES: [CH3:19][OH:20].[CH:12]([O:13][CH3:14])([O:15][CH3:16])[O:17][CH3:18].[ClH:11].[ClH:1].[nH:2]1[cH:3][n:4][c:5]([CH2:7][C:8](=[O:9])[OH:10])[cH:6]1>>[ClH:1].[nH:2]1[cH:3][n:4][c:5]([CH2:7][C:8](=[O:9])[O:10][CH3:12])[cH:6]1. Starting materials: CO, COC(OC)OC, Cl, Cl, O=C(O)Cc1c[nH]cn1. Product: Cl, COC(=O)Cc1c[nH]cn1. Starting materials: BrB(Br)Br, ClC(Cl)Cl, ClCCl, Cl, CCCN(C(C)C)C1COc2c(F)ccc(OC)c2C1. The product is CCCN(C(C)C)C1COc2c(F)ccc(O)c2C1. RXN SMILES: [B:22]([Br:23])([Br:24])[Br:25].[Cl:26][CH:27]([Cl:28])[Cl:29].[Cl:30][CH2:31][Cl:32].[ClH:1].[F:2][c:3]1[cH:4][cH:5][c:6]([O:20][CH3:21])[c:7]2[c:12]1[O:11][CH2:10][CH:9]([N:13]([CH2:14][CH2:15][CH3:16])[CH:17]([CH3:18])[CH3:19])[CH2:8]2>>[F:2][c:3]1[cH:4][cH:5][c:6]([OH:20])[c:7]2[c:12]1[O:11][CH2:10][CH:9]([N:13]([CH2:14][CH2:15][CH3:16])[CH:17]([CH3:18])[CH3:19])[CH2:8]2.